Dataset: the Open Reaction Database (ORD), a public repository of structured organic reaction records. Task: describe an organic reaction: reactants, conditions, products, and yield Starting materials: 2A, C1(=CC=CC=C1)C(N1C(C(C2=CC=CC=C12)=O)=O)C1=CC=CC=C1 (1-(diphenylmethyl)-1H-indole-2,3-dione), FC(C1=CC=C(O1)CN1C(C(C2=CC=CC=C12)=O)=O)(F)F (1-((5-(trifluoromethyl)furan-2-yl)methyl)indoline-2,3-dione), C1=C(C=CC=2CCCCC12)O (5,6,7,8-tetrahydro-2-naphthol), BrC=1C=C(C=CC1)O (3-bromophenol). Yields the product C1(=CC=CC=C1)C(N1C(C(C2=CC=CC=C12)(C1=CC=2CCCCC2C=C1O)O)=O)C1=CC=CC=C1 (1-(diphenylmethyl)-3-hydroxy-3-(3-hydroxy-5,6,7,8-tetrahydronaphthalen-2-yl)-1,3-dihydro-2H-indol-2-one). Reaction SMILES: [CH:1]1[C:10]2[CH2:9][CH2:8][CH2:7][CH2:6][C:5]=2[CH:4]=[CH:3][C:2]=1[OH:11].BrC1C=C(O)C=CC=1.[C:20]1([CH:26]([C:38]2[CH:43]=[CH:42][CH:41]=[CH:40][CH:39]=2)[N:27]2[C:35]3[C:30](=[CH:31][CH:32]=[CH:33][CH:34]=3)[C:29](=[O:36])[C:28]2=[O:37])[CH:25]=[CH:24][CH:23]=[CH:22][CH:21]=1.FC(F)(F)C1OC(CN2C3C(=CC=CC=3)C(=O)C2=O)=CC=1>>[C:38]1([CH:26]([C:20]2[CH:25]=[CH:24][CH:23]=[CH:22][CH:21]=2)[N:27]2[C:35]3[C:30](=[CH:31][CH:32]=[CH:33][CH:34]=3)[C:29]([OH:36])([C:3]3[C:2]([OH:11])=[CH:1][C:10]4[CH2:9][CH2:8][CH2:7][CH2:6][C:5]=4[CH:4]=3)[C:28]2=[O:37])[CH:39]=[CH:40][CH:41]=[CH:42][CH:43]=1. Reported procedure: Following the procedure as described in PREPARATION 2A and making non-critical variations using 5,6,7,8-tetrahydro-2-naphthol to replace 3-bromophenol, and 1-(diphenylmethyl)-1H-indole-2,3-dione to replace 1-((5-(trifluoromethyl)furan-2-yl)methyl)indoline-2,3-dione, 1-(diphenylmethyl)-3-hydroxy-3-(3-hydroxy-5,6,7,8-tetrahydronaphthalen-2-yl)-1,3-dihydro-2H-indol-2-one was obtained (76%) as a colorless solid: 1H NMR (300 MHz, CDCl3) δ 8.73 (s, 1H), 7.52-7.49 (m, 1H), 7.32-7.28 (m, 10H), 7.09 (dd,... Procedure: LiH (78 mg) was suspended in DMF (5 ml), and a suspension of methyl-2-oxo-1,2-dihydropyridine-4-carboxylate (500 mg) in DMF (5 ml) was added dropwise thereto at room temperature. The suspension was stirred as it was, and a solution of 1-iodo-2-methylpropane (506 μl) in DMF (5 ml) was added dropwise thereto over 10 min, followed by stirring at 50° C. for 15 hours. To the reaction solution was added 1M HCl at 0° C., followed by extraction with EtOAc, and the organic layer was washed with saturated... Reactants: COC(=O)C1=CC(NC=C1)=O (methyl-2-oxo-1,2-dihydropyridine-4-carboxylate), ICC(C)C (1-iodo-2-methylpropane), [H-].[Li+] (LiH), Cl (HCl). Run in CN(C)C=O (DMF), CN(C)C=O (DMF), CN(C)C=O (DMF). Reaction conditions: time 10 minute. RXN SMILES: [H-].[Li+].[CH3:3][O:4][C:5]([C:7]1[CH:12]=[CH:11][NH:10][C:9](=[O:13])[CH:8]=1)=[O:6].I[CH2:15][CH:16]([CH3:18])[CH3:17].Cl>CN(C=O)C>[CH3:3][O:4][C:5]([C:7]1[CH:12]=[CH:11][N:10]([CH2:15][CH:16]([CH3:18])[CH3:17])[C:9](=[O:13])[CH:8]=1)=[O:6] |f:0.1|. Product: COC(=O)C1=CC(N(C=C1)CC(C)C)=O (methyl-1-isobutyl-2-oxo-1,2-dihydropyridine-4-carboxylate). Reactants: C(=O)([O-])[O-].[K+].[K+] (K2CO3), Br.BrC1=CN=C(S1)N (5-bromothiazol-2-amine hydrobromide), SCCC(=O)OC (methyl 3-sulfanylpropanoate). Run in O (water), CN(C)C=O (DMF). Conditions: time 0.5 hour. Product: NC=1SC(=CN1)SCCC(=O)OC (methyl 3-(2-aminothiazol-5-yl)sulfanylpropanoate). Isolated yield 69.6%. RXN SMILES: C([O-])([O-])=O.[K+].[K+].Br.Br[C:9]1[S:13][C:12]([NH2:14])=[N:11][CH:10]=1.[SH:15][CH2:16][CH2:17][C:18]([O:20][CH3:21])=[O:19]>CN(C=O)C.O>[NH2:14][C:12]1[S:13][C:9]([S:15][CH2:16][CH2:17][C:18]([O:20][CH3:21])=[O:19])=[CH:10][N:11]=1 |f:0.1.2,3.4|. Reported procedure: K2CO3 (14.0 g, 100 mmol) was added to a solution of 5-bromothiazol-2-amine hydrobromide (13.0 g, 50 mmol) in 90 ml of dry DMF at 0° C. under nitrogen. After 0.5 h, methyl 3-sulfanylpropanoate (6.0 g, 50 mmol) was added dropwise to the mixture over the course of 30 min and stirred at ambient temperature for 48 h. Then the mixture was diluted with 500 ml of water and extracted with TBME. The combined organic layers were dried over sodium sulfate, filtered and concentrated in vacuum. The residue wa... The reactants are [BH4-], CO, Cc1ccc2c(c1)C(=O)CC2, [Na+], O. The product is Cc1ccc2c(c1)C(O)CC2. As a reaction SMILES: [BH4-:1].[CH3:15][OH:16].[CH3:3][c:4]1[cH:5][cH:6][c:7]2[c:11]([cH:12]1)[C:10](=[O:13])[CH2:9][CH2:8]2.[Na+:2].[OH2:14]>>[CH3:3][c:4]1[cH:5][cH:6][c:7]2[c:11]([cH:12]1)[CH:10]([OH:13])[CH2:9][CH2:8]2. Starting materials: C(C1=CC=CC=C1)OC1=CC(=C(C=C1OC)C(=O)N1CCN(CC1)C1=NC=CC=N1)[N+](=O)[O-] ([4-(Benzyloxy)-5-methoxy-2-nitrophenyl][4-(2-pyrimidinyl)piperazino]-methanone), O.O.Cl[Sn]Cl (SnCl2.2H2O). Solvent: CO (methanol). The product is NC1=C(C=C(C(=C1)OCC1=CC=CC=C1)OC)C(=O)N1CCN(CC1)C1=NC=CC=N1 ([2-Amino-4-(benzyloxy)-5-methoxyphenyl][4-(2-pyrimidinyl)piperazino]-methanone). Yield: 90.2%. Reaction SMILES: [CH2:1]([O:8][C:9]1[C:14]([O:15][CH3:16])=[CH:13][C:12]([C:17]([N:19]2[CH2:24][CH2:23][N:22]([C:25]3[N:30]=[CH:29][CH:28]=[CH:27][N:26]=3)[CH2:21][CH2:20]2)=[O:18])=[C:11]([N+:31]([O-])=O)[CH:10]=1)[C:2]1[CH:7]=[CH:6][CH:5]=[CH:4][CH:3]=1.O.O.Cl[Sn]Cl>CO>[NH2:31][C:11]1[CH:10]=[C:9]([O:8][CH2:1][C:2]2[CH:7]=[CH:6][CH:5]=[CH:4][CH:3]=2)[C:14]([O:15][CH3:16])=[CH:13][C:12]=1[C:17]([N:19]1[CH2:20][CH2:21][N:22]([C:25]2[N:26]=[CH:27][CH:28]=[CH:29][N:30]=2)[CH2:23][CH2:24]1)=[O:18] |f:1.2.3|. Procedure: [4-(Benzyloxy)-5-methoxy-2-nitrophenyl][4-(2-pyrimidinyl)piperazino-]methanone (7c) (500 mg, 1.11 mmol) was dissolved in methanol (10 mL), SnCl2.2H2O (751 mg, 3.3 mmol) was added and refluxed until the TLC indicated the completion of the reaction. The methanol was evaporated by vacuum and the aqueous layer was then adjusted to pH 8 with 10% NaHCO3 solution and extracted with ethyl acetate (2×30 mL). The combined organic phase was dried over Na2SO4 and evaporated under vacuum to afford the crude ...